From a dataset of the Open Reaction Database (ORD), a public repository of structured organic reaction records. describe an organic reaction: reactants, conditions, products, and yield Starting materials: C[SiH](OC([C@@H]1CNC(C=2N1C=1C=C(C=CC1C2)C(F)(F)F)=O)C(C(C)C)(C)C)C ((S)-4-[dimethyl-(1,1,2-trimethyl-propyl)-silanyloxymethyl]-7-trifluoromethyl-3,4-dihydro-2H-pyrazino[1,2-a]indol-1-one), solution, [H-].[Al+3].[Li+].[H-].[H-].[H-] (lithium aluminium hydride), C(C)(=O)OCC (ethyl acetate), O (water). Run in C1CCOC1 (THF), C1CCOC1 (THF). The product is N (ammonia), FC(C=1C=CC=2C=C3N(C2C1)[C@@H](CNC3)CO)(F)F ((S)-(7-Trifluoromethyl-1,2,3,4-tetrahydro-pyrazino[1,2-a]indol-4-yl)-methanol). Yield: 144.7%. As a reaction SMILES: C[SiH](C)[O:3][CH:4](C(C)(C)C(C)C)[C@H:5]1[N:10]2[C:11]3[CH:12]=[C:13]([C:18]([F:21])([F:20])[F:19])[CH:14]=[CH:15][C:16]=3[CH:17]=[C:9]2[C:8](=O)[NH:7][CH2:6]1.[H-].[Al+3].[Li+].[H-].[H-].[H-].C(OCC)(=O)C.O>C1COCC1>[NH3:7].[F:21][C:18]([F:19])([F:20])[C:13]1[CH:14]=[CH:15][C:16]2[CH:17]=[C:9]3[CH2:8][NH:7][CH2:6][C@@H:5]([CH2:4][OH:3])[N:10]3[C:11]=2[CH:12]=1 |f:1.2.3.4.5.6|. Procedure: To a solution of 0.240 g (S)-4-[dimethyl-(1,1,2-trimethyl-propyl)-silanyloxymethyl]-7-trifluoromethyl-3,4-dihydro-2H-pyrazino[1,2-a]indol-1-one in 3 ml THF was added 1.2 ml of a 1M solution of lithium aluminium hydride in THF. The mixture was heated to reflux for 1 h. The reaction mixture was cooled to room temperature and the 10 ml ethyl acetate and 10 ml water were added. The phases were separated and the organic phase was purified by chromatography on silica gel with 190:10:1 dichloromethane:... Starting materials: CCOC(=O)C(C(=O)OCC)c1ccc(-n2cc(Cl)cn2)c(Cl)c1, CC[O-], CI, CCO, [Na+]. The product is CCOC(=O)C(C)(C(=O)OCC)c1ccc(-n2cc(Cl)cn2)c(Cl)c1. RXN SMILES: [CH2:1]([CH3:2])[O:3][C:4]([CH:5]([C:6](=[O:7])[O:8][CH2:9][CH3:10])[c:11]1[cH:12][c:13]([Cl:23])[c:14](-[n:17]2[n:18][cH:19][c:20]([Cl:22])[cH:21]2)[cH:15][cH:16]1)=[O:24].[CH3:26][CH2:27][O-:28].[CH3:29][I:30].[CH3:31][CH2:32][OH:33].[Na+:25]>>[CH2:1]([CH3:2])[O:3][C:4]([C:5]([C:6](=[O:7])[O:8][CH2:9][CH3:10])([c:11]1[cH:12][c:13]([Cl:23])[c:14](-[n:17]2[n:18][cH:19][c:20]([Cl:22])[cH:21]2)[cH:15][cH:16]1)[CH3:26])=[O:24]. The reactants are CNC(=O)C=1C(=NOC1CC(=O)C1=CC=C(C=C1)C)C1=CC=CC=C1 (N-methyl-5-(4-methylphenacyl)-3-phenyl-4-isoxazole carboxamide), S(O)(O)(=O)=O (sulfuric acid). The product is CN1C(C2=C(C=C1C1=CC=C(C=C1)C)ON=C2C2=CC=CC=C2)=O (5-methyl-3-phenyl-6-(p-tolyl)-isoxazolo [4,5-c]pyridin-4(5H)-one). RXN SMILES: [CH3:1][NH:2][C:3]([C:5]1[C:6]([C:20]2[CH:25]=[CH:24][CH:23]=[CH:22][CH:21]=2)=[N:7][O:8][C:9]=1[CH2:10][C:11]([C:13]1[CH:18]=[CH:17][C:16]([CH3:19])=[CH:15][CH:14]=1)=O)=[O:4].S(=O)(=O)(O)O>>[CH3:1][N:2]1[C:11]([C:13]2[CH:18]=[CH:17][C:16]([CH3:19])=[CH:15][CH:14]=2)=[CH:10][C:9]2[O:8][N:7]=[C:6]([C:20]3[CH:25]=[CH:24][CH:23]=[CH:22][CH:21]=3)[C:5]=2[C:3]1=[O:4]. Procedure: A mixture of 26.1 g. (0.0815 mole) of N-methyl-5-(4-methylphenacyl)-3-phenyl-4-isoxazole carboxamide and 261 ml. of 2M sulfuric acid is refluxed for 24 hours. The mixture is cooled and extracted with methylene chloride. The methylene chloride layer is washed with water and then brine, dried over anhydrous magnesium sulfate, filtered and evaporated in vacuo. The residue is triturated with ether and then recrystallized from ethanol to give 5-methyl-3-phenyl-6-(p-tolyl)-isoxazolo [4,5-c]pyridin-4(5... Solvent: O (water), O (water), CC(=O)C (acetone). Reactants: C(C=C)(=O)O (acrylic acid), [OH-].[Na+] (sodium hydroxide), C(CN(CC(=O)O)CC(=O)O)N(CC(=O)O)CC(=O)O (ethylenediamine tetraacetic acid), [Cl-].[Na+] (sodium chloride), CCCCCCCC/C=C\CCCCCCCC(=O)OC[C@H]([C@@H]1[C@@H]([C@H](CO1)O)O)O (Span-80), C(C)(=O)OC=C (vinyl acetate), N(=NC(C#N)(C)C)C(C#N)(C)C (2,2'-azobis(isobutyronitrile)). RXN SMILES: [C:1]([OH:5])(=[O:4])[CH:2]=[CH2:3].[OH-].[Na+:7].C(N(CC(O)=O)CC(O)=O)CN(CC(O)=O)CC(O)=O.CCCCCCCC/C=C\CCCCCC[CH2:44][C:45]([O:47][CH2:48][C@@H:49](O)[C@H]1OC[C@H](O)[C@H]1O)=[O:46].C(OC=C)(=O)C.N(C(C)(C)C#N)=NC(C)(C)C#N.[Cl-].[Na+]>CC(C)=O.O>[C:45]([O:47][CH:48]=[CH2:49])(=[O:46])[CH3:44].[C:1]([O-:5])(=[O:4])[CH:2]=[CH2:3].[Na+:7] |f:1.2,7.8,11.12.13|. The product is C(C)(=O)OC=C.C(C=C)(=O)[O-].[Na+] (vinyl acetate sodium acrylate). Procedure: A (vinyl acetate-sodium acrylate) copolymer water-in-oil emulsion was prepared according to the following procedures: An aqueous solution was prepared by mixing, under cooling conditions, 96.49 gm of acrylic acid, 163.75 gm of water, 130 gm of a 40 percent sodium hydroxide solution and 0.02 gm of ethylenediamine tetraacetic acid. Separately, an oil solution was prepared by mixing 5.8 gm of Span-80, 113.3 gm of Isopar-M and 6.5 gm of vinyl acetate. The two solutions were combined in a high speed ... Product: CNc1cc(F)ccc1C(=O)Cc1nnnn1C. As a reaction SMILES: [CH2:1]([Li:2])[CH2:3][CH2:4][CH3:5].[CH3:31][CH2:32][CH2:33][CH2:34][CH2:35][CH3:36].[CH3:6][n:7]1[n:8][n:9][n:10][c:11]1[CH3:12].[F:18][c:19]1[cH:20][c:21]([NH:29][CH3:30])[c:22]([C:23](=[O:24])[O:25][CH3:26])[cH:27][cH:28]1.[O:13]1[CH2:14][CH2:15][CH2:16][CH2:17]1.[OH2:37]>>[CH3:6][n:7]1[n:8][n:9][n:10][c:11]1[CH2:12][C:23]([c:22]1[c:21]([NH:29][CH3:30])[cH:20][c:19]([F:18])[cH:28][cH:27]1)=[O:24]. The reactants are [Li]CCCC, CCCCCC, Cc1nnnn1C, CNc1cc(F)ccc1C(=O)OC, C1CCOC1, O. Procedure: A urea formation procedure similar to that used for the synthesis of ethyl 4-(4-(8-oxa-3-azabicyclo[3.2.1]octan-3-yl)-6-(4-(3-ethylureido)phenyl)-1H-pyrazolo[3,4-d]pyrimidin-1-yl)piperidine-1-carboxylate is used, utilizing 6-(4-methylpiperazino)-3-pyridinamine as the aniline component. (16%, MS=555.3 (M+H)) As a reaction SMILES: NC(N)=O.[CH:5]12[O:12][CH:9]([CH2:10][CH2:11]1)[CH2:8][N:7]([C:13]1[N:18]=[C:17]([C:19]3[CH:24]=[CH:23][C:22]([NH:25][C:26]([NH:28][CH2:29][CH3:30])=[O:27])=[CH:21][CH:20]=3)[N:16]=[C:15]3[N:31]([CH:34]4CCN(C(OCC)=O)CC4)[N:32]=[CH:33][C:14]=13)[CH2:6]2.[CH3:45][N:46]1[CH2:51][CH2:50][N:49]([C:52]2[N:57]=CC(N)=[CH:54][CH:53]=2)[CH2:48][CH2:47]1.NC1C=CC=CC=1>>[CH:9]12[O:12][CH:5]([CH2:11][CH2:10]1)[CH2:6][N:7]([C:13]1[N:18]=[C:17]([C:19]3[CH:24]=[CH:23][C:22]([NH:25][C:26]([NH:28][C:29]4[CH:30]=[N:57][C:52]([N:49]5[CH2:48][CH2:47][N:46]([CH3:45])[CH2:51][CH2:50]5)=[CH:53][CH:54]=4)=[O:27])=[CH:21][CH:20]=3)[N:16]=[C:15]3[N:31]([CH3:34])[N:32]=[CH:33][C:14]=13)[CH2:8]2. Product: C12CN(CC(CC1)O2)C2=C1C(=NC(=N2)C2=CC=C(C=C2)NC(=O)NC=2C=NC(=CC2)N2CCN(CC2)C)N(N=C1)C (1-(4-(4-(8-oxa-3-azabicyclo[3.2.1]octan-3-yl)-1-methyl-1H-pyrazolo[3,4-d]pyrimidin-6-yl)phenyl)-3-(6-(4-methylpiperazin-1-yl)pyridin-3-yl)urea). The reactants are NC1=CC=CC=C1 (aniline), NC(=O)N (urea), C12CN(CC(CC1)O2)C2=C1C(=NC(=N2)C2=CC=C(C=C2)NC(=O)NCC)N(N=C1)C1CCN(CC1)C(=O)OCC (ethyl 4-(4-(8-oxa-3-azabicyclo[3.2.1]octan-3-yl)-6-(4-(3-ethylureido)phenyl)-1H-pyrazolo[3,4-d]pyrimidin-1-yl)piperidine-1-carboxylate), CN1CCN(CC1)C1=CC=C(C=N1)N (6-(4-methylpiperazino)-3-pyridinamine). Reactants: CN(C)C1CCNC1, N#Cc1cnc(Nc2ccc3[nH]ncc3c2)nc1-c1ccc(Cl)nc1, O. Product: CN(C)C1CCN(c2ccc(-c3nc(Nc4ccc5[nH]ncc5c4)ncc3C#N)cn2)C1. Reaction SMILES: [CH3:26][N:27]([CH:28]1[CH2:29][NH:30][CH2:31][CH2:32]1)[CH3:33].[Cl:1][c:2]1[n:3][cH:4][c:5](-[c:8]2[n:9][c:10]([NH:16][c:17]3[cH:18][c:19]4[cH:20][n:21][nH:22][c:23]4[cH:24][cH:25]3)[n:11][cH:12][c:13]2[C:14]#[N:15])[cH:6][cH:7]1.[OH2:34]>>[c:2]1([N:30]2[CH2:29][CH:28]([N:27]([CH3:26])[CH3:33])[CH2:32][CH2:31]2)[n:3][cH:4][c:5](-[c:8]2[n:9][c:10]([NH:16][c:17]3[cH:18][c:19]4[cH:20][n:21][nH:22][c:23]4[cH:24][cH:25]3)[n:11][cH:12][c:13]2[C:14]#[N:15])[cH:6][cH:7]1.